From a dataset of the Open Reaction Database (ORD), a public repository of structured organic reaction records. describe an organic reaction: reactants, conditions, products, and yield Reactants: acyloxyalkyl carbamates, N[C@H](CO)C(=O)O (D-serine), C(CCCC)(=O)OCCOC(=O)ON1C(CCC1=O)=O ((2,5-dioxoazolidinyloxycarbonyloxy)ethyl pentanoate). Product: OC[C@H](C(=O)O)NC(=O)OCCOC(CCCC)=O ((2R)-3-Hydroxy-2-[(pentanoyloxyethoxy)carbonylamino]propanoic Acid). Yield: 72.9%. RXN SMILES: [NH2:1][C@@H:2]([C:5]([OH:7])=[O:6])[CH2:3][OH:4].[C:8]([O:14][CH2:15][CH2:16][O:17][C:18](ON1C(=O)CCC1=O)=[O:19])(=[O:13])[CH2:9][CH2:10][CH2:11][CH3:12]>>[OH:4][CH2:3][C@@H:2]([NH:1][C:18]([O:17][CH2:16][CH2:15][O:14][C:8](=[O:13])[CH2:9][CH2:10][CH2:11][CH3:12])=[O:19])[C:5]([OH:7])=[O:6]. Procedure details: Following the general procedure for the synthesis of acyloxyalkyl carbamates, D-serine (504 mg, 4.8 mmol) and (2,5-dioxoazolidinyloxycarbonyloxy)ethyl pentanoate (1.1 g, 4.0 mmol) were reacted to provide 809 mg (73% yield) of the title compound (31) as a white powder after work-up and mass-guided preparative HPLC purification. 1H NMR (CDCl3, 400 MHz): δ=6.80 (m, 1H), 6.26 (br s, 1H), 5.50 (br s, 1H), 4.40 (m, 1H), 4.02 (m, 1H), 3.85 (m, 1H), 2.36 (m, 2H), 1.60 (m, 2H), 1.47 (d, 3H), 1.37 (m, 2H)... Starting materials: [BH4-].[Na+] (sodium borohydride), CO (methanol), N1=CN=CC(=C1)C=NC1=NC=CC=C1 (N-(5-pyrimidinylmethylene)-2-pyridinamine), C(C)(=O)O (Acetic acid), [BH4-].[Na+] (sodium borohydride). The solvent is O1CCCC1 (tetrahydrofuran), C(C)(=O)OCC (ethyl acetate), O1CCCC1 (tetrahydrofuran), O (water). Reaction conditions: time 5 minute. The product is N1=CN=CC(=C1)CNC1=NC=CC=C1 (N-[(5-pyrimidinyl)methyl]-2-pyridinamine). The yield is 63.4%. As a reaction SMILES: [BH4-].[Na+].CO.[N:5]1[CH:10]=[C:9]([CH:11]=[N:12][C:13]2[CH:18]=[CH:17][CH:16]=[CH:15][N:14]=2)[CH:8]=[N:7][CH:6]=1.C(O)(=O)C>O1CCCC1.C(OCC)(=O)C.O>[N:7]1[CH:8]=[C:9]([CH2:11][NH:12][C:13]2[CH:18]=[CH:17][CH:16]=[CH:15][N:14]=2)[CH:10]=[N:5][CH:6]=1 |f:0.1|. Reported procedure: Powdered 98% sodium borohydride (2.868 g, 75.5 mmole) was added to solution of methanol (80 mL) and tetrahydrofuran (400 mL), and the mixture was stirred vigorously for 5 minutes. The product of Step A (13.9 g, 75.5 mmole) was dissolved in tetrahydrofuran (400 mL), and the resulting solution was added dropwise to the sodium borohydride suspension at a constant rate of approximately 33 mL/minute. The appearance of the reaction mixture changed from a light yellow slightly cloudy suspension to a cl... Yields the product CSC=1C=CC(=NC1)N (5-(methylthio)-2-aminopyridine). Procedure: 5-(methylthio)-2-nitropyridine (270 g), iron powder (600 g), acetic acid (500 mL) and water (2 L) were heated to reflux for 4 hours. Then saturated sodium bicarbonate solution (6 L) was added into the reaction mixture. The reaction mixture was filtered, and the filtrate was extracted with ethyl acetate. The organic phase was washed with saturated NaCl solution, and dried with anhydrous sodium sulfate. After filtration, the residual solution was removed under reduced pressure to obtain the target... The reactants are C([O-])(O)=O.[Na+] (sodium bicarbonate), CSC=1C=CC(=NC1)[N+](=O)[O-] (5-(methylthio)-2-nitropyridine), C(C)(=O)O (acetic acid). Reaction SMILES: [CH3:1][S:2][C:3]1[CH:4]=[CH:5][C:6]([N+:9]([O-])=O)=[N:7][CH:8]=1.C(O)(=O)C.C(=O)(O)[O-].[Na+]>[Fe].O>[CH3:1][S:2][C:3]1[CH:4]=[CH:5][C:6]([NH2:9])=[N:7][CH:8]=1 |f:2.3|. The reagents and catalysts are [Fe] (iron). The yield is 83.2%. Solvent: O (water). The reactants are Cc1ccccc1, COc1ccccc1SCCC(O)CC(C)=O, Cc1ccc(S(=O)(=O)O)cc1. Yields the product COc1ccccc1SCCC=CC(C)=O. Reaction SMILES: [CH3:29][c:30]1[cH:31][cH:32][cH:33][cH:34][cH:35]1.[OH:1][CH:2]([CH2:3][C:4]([CH3:5])=[O:6])[CH2:7][CH2:8][S:9][c:10]1[c:11]([O:16][CH3:17])[cH:12][cH:13][cH:14][cH:15]1.[c:18]1([CH3:19])[cH:20][cH:21][c:22]([S:23]([OH:24])(=[O:25])=[O:26])[cH:27][cH:28]1>>[CH:2](=[CH:3][C:4]([CH3:5])=[O:6])[CH2:7][CH2:8][S:9][c:10]1[c:11]([O:16][CH3:17])[cH:12][cH:13][cH:14][cH:15]1. Reactants: ClC=1N=NC=CC1 (3-chloropyridazine), ClC1=NC=CC(=N1)OC (2-chloro4-methoxypyrimidine). The product is N1=NC(=CC=C1)C1=CC=C(C=O)C=C1 (4-(3-Pyridazinyl)benzaldehyde). RXN SMILES: Cl[C:2]1[N:3]=[N:4][CH:5]=[CH:6][CH:7]=1.ClC1N=[C:13]([O:15]C)[CH:12]=[CH:11]N=1>>[N:4]1[CH:5]=[CH:6][CH:7]=[C:2]([C:6]2[CH:7]=[CH:2][C:12]([CH:13]=[O:15])=[CH:11][CH:5]=2)[N:3]=1. Reported procedure: The title compound was prepared by a procedure analogous to Reference Example 13 by substituting 3-chloropyridazine (prepared as described in WO 9724124) for the 2-chloro4-methoxypyrimidine of Reference Example 13. MS 185 (M+H)+.